Dataset: the Open Reaction Database (ORD), a public repository of structured organic reaction records. Task: describe an organic reaction: reactants, conditions, products, and yield The reactants are CC1CCCCN1, CN(C)c1ccncc1, CN1CCc2c(c3cc(Cl)ccc3n2CC(=O)O)C1, O=C(Cl)C(=O)Cl, ClCCl. Yields the product CC1CCCCN1C(=O)Cn1c2c(c3cc(Cl)ccc31)CN(C)CC2. As a reaction SMILES: [CH3:26][CH:27]1[NH:28][CH2:29][CH2:30][CH2:31][CH2:32]1.[CH3:36][N:37]([c:38]1[cH:39][cH:40][n:41][cH:42][cH:43]1)[CH3:44].[Cl:1][c:2]1[cH:3][c:4]2[c:5]3[c:6]([n:7]([CH2:11][C:12](=[O:13])[OH:14])[c:8]2[cH:9][cH:10]1)[CH2:15][CH2:16][N:17]([CH3:19])[CH2:18]3.[Cl:20][C:21]([C:22]([Cl:23])=[O:24])=[O:25].[Cl:33][CH2:34][Cl:35]>>[Cl:1][c:2]1[cH:3][c:4]2[c:5]3[c:6]([n:7]([CH2:11][C:12](=[O:14])[N:28]4[CH:27]([CH3:26])[CH2:32][CH2:31][CH2:30][CH2:29]4)[c:8]2[cH:9][cH:10]1)[CH2:15][CH2:16][N:17]([CH3:19])[CH2:18]3. Reactants: C(C)(C)(C)C=1C=C(C=C(C1)O)C(C)=O (1-(3-tert-Butyl-5-hydroxyphenyl)ethanone), BrCCCF (1-bromo-3-fluoropropane), O=O (O2). Product: C(C)(C)(C)C=1C=C(C=C(C1)OCCCF)C(C)=O (1-[3-tert-Butyl-5-(3-fluoropropoxy)phenyl]ethanone). RXN SMILES: [C:1]([C:5]1[CH:6]=[C:7]([C:12](=[O:14])[CH3:13])[CH:8]=[C:9]([OH:11])[CH:10]=1)([CH3:4])([CH3:3])[CH3:2].Br[CH2:16][CH2:17][CH2:18][F:19].O=O>>[C:1]([C:5]1[CH:6]=[C:7]([C:12](=[O:14])[CH3:13])[CH:8]=[C:9]([O:11][CH2:16][CH2:17][CH2:18][F:19])[CH:10]=1)([CH3:4])([CH3:2])[CH3:3]. Procedure: 1-(3-tert-Butyl-5-hydroxyphenyl)ethanone (O3.106; 500 mg) was reacted with 1-bromo-3-fluoropropane (239 μl) and worked up analogously to O2.105. 630 mg of the title compound were obtained. LC-MS rt: 1.16 min [M+H]+: 253.2 (met. b)